Dataset: the Open Reaction Database (ORD), a public repository of structured organic reaction records. Task: describe an organic reaction: reactants, conditions, products, and yield The reactants are CCCCCCC (Heptane), dihydro-ADDP, azodicarboxylic dipiperidide, C1=NC=CC=2C3=CC=CC=C3N(C12)CCO (2-β-carbolin-9-yl-ethanol), C(CCC)P(CCCC)CCCC (tributylphosphine), COC(C(C(=O)OC)CC1=CC=C(C=C1)O)=O (2-(4-hydroxy-benzyl)-malonic acid dimethyl ester). The solvent is C1=CC=CC=C1 (benzene). Conditions: temperature 0 celsius, time 10 minute. Yields the product COC(C(C(=O)OC)CC1=CC=C(C=C1)OCCN1C2=CC=CC=C2C=2C=CN=CC12)=O (2-[4-(2-β-Carbolin-9-yl-ethoxy)-benzyl]-malonic Acid Dimethyl Ester). The yield is 82.1%. Reaction SMILES: [CH:1]1[C:13]2[N:12]([CH2:14][CH2:15][OH:16])[C:11]3[C:6](=[CH:7][CH:8]=[CH:9][CH:10]=3)[C:5]=2[CH:4]=[CH:3][N:2]=1.C(P(CCCC)CCCC)CCC.[CH3:30][O:31][C:32](=[O:46])[CH:33]([CH2:38][C:39]1[CH:44]=[CH:43][C:42](O)=[CH:41][CH:40]=1)[C:34]([O:36][CH3:37])=[O:35].CCCCCCC>C1C=CC=CC=1>[CH3:37][O:36][C:34](=[O:35])[CH:33]([CH2:38][C:39]1[CH:40]=[CH:41][C:42]([O:16][CH2:15][CH2:14][N:12]2[C:13]3[CH:1]=[N:2][CH:3]=[CH:4][C:5]=3[C:6]3[C:11]2=[CH:10][CH:9]=[CH:8][CH:7]=3)=[CH:43][CH:44]=1)[C:32]([O:31][CH3:30])=[O:46]. Reported procedure: Under a nitrogen atmosphere, 2-β-carbolin-9-yl-ethanol (212 mg, 1.0 mmol), tributylphosphine (303 mg, 1.5 mmol) and 2-(4-hydroxy-benzyl)-malonic acid dimethyl ester (238 mg, 1.0 mmol) were successively dissolved in dry benzene (40 mL). Solid azodicarboxylic dipiperidide (ADDP) (378 mg, 1.5 mmol) was added under stirring at 0° C. to the solution. After 10 min, the reaction mixture was brought to room temperature and the stirring was continued for 16 h. Heptane (10 mL) was added to the reaction mi... Starting materials: CC(C)(C)OC(=O)N1CCN(C(CN2C(=O)c3ccccc3C2=O)c2ccccc2Cl)CC1, CCO, CCOC(C)=O, NN. The product is CC(C)(C)OC(=O)N1CCN(C(CN)c2ccccc2Cl)CC1. Reaction SMILES: [C:1]([CH3:2])([CH3:3])([CH3:4])[O:5][C:6](=[O:7])[N:8]1[CH2:9][CH2:10][N:11]([CH:14]([CH2:15][N:16]2[C:17](=[O:18])[c:19]3[c:20]([cH:21][cH:22][cH:23][cH:24]3)[C:25]2=[O:26])[c:27]2[c:28]([Cl:33])[cH:29][cH:30][cH:31][cH:32]2)[CH2:12][CH2:13]1.[CH3:36][CH2:37][OH:38].[CH3:39][CH2:40][O:41][C:42]([CH3:43])=[O:44].[NH2:34][NH2:35]>>[C:1]([CH3:2])([CH3:3])([CH3:4])[O:5][C:6](=[O:7])[N:8]1[CH2:9][CH2:10][N:11]([CH:14]([CH2:15][NH2:16])[c:27]2[c:28]([Cl:33])[cH:29][cH:30][cH:31][cH:32]2)[CH2:12][CH2:13]1. Starting materials: CC(C)=O, Cc1ccccc1, O=C(O)c1ccccc1Cc1ccc(F)cc1, [Na+], [OH-]. Yields the product OCc1ccccc1Cc1ccc(F)cc1. Reaction SMILES: [CH3:18][C:19](=[O:20])[CH3:21].[CH3:24][c:25]1[cH:26][cH:27][cH:28][cH:29][cH:30]1.[F:1][c:2]1[cH:3][cH:4][c:5]([CH2:6][c:7]2[c:8]([C:9](=[O:10])[OH:11])[cH:12][cH:13][cH:14][cH:15]2)[cH:16][cH:17]1.[Na+:23].[OH-:22]>>[F:1][c:2]1[cH:3][cH:4][c:5]([CH2:6][c:7]2[c:8]([CH2:9][OH:10])[cH:12][cH:13][cH:14][cH:15]2)[cH:16][cH:17]1. The reactants are CS(=O)(=O)C1=CC=C(C=C1)C1=CC=2N(C=C1)C=CN2 (7-(4-methanesulfonyl-phenyl)-imidazo[1,2-a]pyridine), C1CC(=O)N(C1=O)I (NIS). The solvent is CC#N (CH3CN). Conditions: time 1 hour. Yields the product IC1=CN=C2N1C=CC(=C2)C2=CC=C(C=C2)S(=O)(=O)C (3-Iodo-7-(4-methanesulfonyl-phenyl)-imidazo[1,2-a]pyridine). Yield: 74.4%. RXN SMILES: [CH3:1][S:2]([C:5]1[CH:10]=[CH:9][C:8]([C:11]2[CH:16]=[CH:15][N:14]3[CH:17]=[CH:18][N:19]=[C:13]3[CH:12]=2)=[CH:7][CH:6]=1)(=[O:4])=[O:3].C1C(=O)N([I:27])C(=O)C1>CC#N>[I:27][C:17]1[N:14]2[CH:15]=[CH:16][C:11]([C:8]3[CH:7]=[CH:6][C:5]([S:2]([CH3:1])(=[O:3])=[O:4])=[CH:10][CH:9]=3)=[CH:12][C:13]2=[N:19][CH:18]=1. Procedure details: Treat a solution of 7-(4-methanesulfonyl-phenyl)-imidazo[1,2-a]pyridine (101 g, 371.3 mmol, 1 eq) in 2000 mL of CH3CN at 0° C. with NIS (83.5 g, 371.3 mmol, 1 eq). Allow the mixture to stir at room temperature for 1 hour. Remove the solvent and the dissolve the residue in 5000 mL of CH2Cl2, wash with 10% NaOH solution, NaHSO3 sat., water and aqueous saturated sodium chloride. Dry over MgSO4 and evaporate. Triturate the solid obtained with hexanes, filter and dry in vacuo to afford 110 g of the t... The reactants are C1(CC(C1)=O)=O (1,3-cyclobutanedione), C1(CC(CCC1)=O)=O (1,3-cyclohexanedione). Reaction conditions: time 1 day. Product: COC1=CC(C1)=O (3-methoxycyclobut-2-en-1-one), COC1=CC(CCC1)=O (3-methoxycyclohex-2-en-1-one). As a reaction SMILES: [C:1]1(=[O:6])[CH2:4][C:3](=[O:5])[CH2:2]1.[C:7]1(=[O:14])[CH2:12][CH2:11][CH2:10][C:9](=[O:13])[CH2:8]1>>[CH3:7][O:5][C:3]1[CH2:4][C:1](=[O:6])[CH:2]=1.[CH3:1][O:13][C:9]1[CH2:10][CH2:11][CH2:12][C:7](=[O:14])[CH:8]=1. Procedure: Using the procedure of Example 2 with stirring of the reaction mixture for up to one day, 3-methoxycyclobut-2-en-1-one and 3-methoxycyclohex-2-en-1-one are prepared from 1,3-cyclobutanedione and 1,3-cyclohexanedione. Reactants: CCCCn1c(=O)cnn(-c2ccc([N+](=O)[O-])cc2)c1=O, COCCO, CO, [H][H], c1ccsc1. The product is CCCCn1c(=O)cnn(-c2ccc(N)cc2)c1=O. Reaction SMILES: [CH2:1]([CH2:2][CH2:3][CH3:4])[n:5]1[c:6](=[O:21])[n:7](-[c:12]2[cH:13][cH:14][c:15]([N+:18]([O-:19])=[O:20])[cH:16][cH:17]2)[n:8][cH:9][c:10]1=[O:11].[CH3:27][O:28][CH2:29][CH2:30][OH:31].[CH3:34][OH:35].[H:32][H:33].[cH:22]1[cH:23][s:24][cH:25][cH:26]1>>[CH2:1]([CH2:2][CH2:3][CH3:4])[n:5]1[c:6](=[O:21])[n:7](-[c:12]2[cH:13][cH:14][c:15]([NH2:18])[cH:16][cH:17]2)[n:8][cH:9][c:10]1=[O:11]. Reactants: [BH3-]C#N, CO, O=C[O-], Nc1cccc(-c2c3cccc(C(F)(F)F)c3nn2Cc2c(F)cc(F)cc2F)c1, [Na+], [Na+], O=Cc1ccc2[nH]ccc2c1. The product is Fc1cc(F)c(Cn2nc3c(C(F)(F)F)cccc3c2-c2cccc(NCc3ccc4[nH]ccc4c3)c2)c(F)c1. As a reaction SMILES: [C:46]([BH3-:47])#[N:48].[CH3:50][OH:51].[CH:42]([O-:43])=[O:44].[F:1][c:2]1[c:3]([CH2:4][n:5]2[n:6][c:7]3[c:8]([C:21]([F:22])([F:23])[F:24])[cH:9][cH:10][cH:11][c:12]3[c:13]2-[c:14]2[cH:15][c:16]([NH2:20])[cH:17][cH:18][cH:19]2)[c:25]([F:30])[cH:26][c:27]([F:29])[cH:28]1.[Na+:45].[Na+:49].[nH:31]1[cH:32][cH:33][c:34]2[cH:35][c:36]([CH:40]=[O:41])[cH:37][cH:38][c:39]12>>[F:1][c:2]1[c:3]([CH2:4][n:5]2[n:6][c:7]3[c:8]([C:21]([F:22])([F:23])[F:24])[cH:9][cH:10][cH:11][c:12]3[c:13]2-[c:14]2[cH:15][c:16]([NH:20][CH2:40][c:36]3[cH:35][c:34]4[cH:33][cH:32][nH:31][c:39]4[cH:38][cH:37]3)[cH:17][cH:18][cH:19]2)[c:25]([F:30])[cH:26][c:27]([F:29])[cH:28]1.